This data is from the Open Reaction Database (ORD), a public repository of structured organic reaction records. The task is: describe an organic reaction: reactants, conditions, products, and yield The reactants are C1CCOC1, CN1CCN(c2ccc(N)cc2)CC1, CCOC(C)=O, CCn1nc(C)cc1C(=O)Nc1ccc(Cc2ccc3c(c2)C(=CO)C(=O)N3)cc1. Product: CCn1nc(C)cc1C(=O)Nc1ccc(Cc2ccc3c(c2)C(=CNc2ccc(N4CCN(C)CC4)cc2)C(=O)N3)cc1. As a reaction SMILES: [CH2:31]1[O:32][CH2:33][CH2:34][CH2:35]1.[CH3:36][N:37]1[CH2:38][CH2:39][N:40]([c:43]2[cH:44][cH:45][c:46]([NH2:49])[cH:47][cH:48]2)[CH2:41][CH2:42]1.[CH3:50][CH2:51][O:52][C:53]([CH3:54])=[O:55].[OH:1][CH:2]=[C:3]1[C:4](=[O:30])[NH:5][c:6]2[cH:7][cH:8][c:9]([CH2:12][c:13]3[cH:14][cH:15][c:16]([NH:19][C:20](=[O:21])[c:22]4[n:23]([CH2:28][CH3:29])[n:24][c:25]([CH3:27])[cH:26]4)[cH:17][cH:18]3)[cH:10][c:11]21>>[CH:2](=[C:3]1[C:4](=[O:30])[NH:5][c:6]2[cH:7][cH:8][c:9]([CH2:12][c:13]3[cH:14][cH:15][c:16]([NH:19][C:20](=[O:21])[c:22]4[n:23]([CH2:28][CH3:29])[n:24][c:25]([CH3:27])[cH:26]4)[cH:17][cH:18]3)[cH:10][c:11]21)[NH:49][c:46]1[cH:45][cH:44][c:43]([N:40]2[CH2:39][CH2:38][N:37]([CH3:36])[CH2:42][CH2:41]2)[cH:48][cH:47]1. The reactants are COc1ccccc1C1CCNCC1, Cc1ccc(-c2oncc2C(=O)Cl)cc1, ClCCl. Product: COc1ccccc1C1CCN(C(=O)c2cnoc2-c2ccc(C)cc2)CC1. RXN SMILES: [CH3:16][O:17][c:18]1[c:19]([CH:24]2[CH2:25][CH2:26][NH:27][CH2:28][CH2:29]2)[cH:20][cH:21][cH:22][cH:23]1.[CH3:1][c:2]1[cH:3][cH:4][c:5](-[c:8]2[c:9]([C:13](=[O:14])[Cl:15])[cH:10][n:11][o:12]2)[cH:6][cH:7]1.[Cl:30][CH2:31][Cl:32]>>[CH3:1][c:2]1[cH:3][cH:4][c:5](-[c:8]2[c:9]([C:13](=[O:14])[N:27]3[CH2:26][CH2:25][CH:24]([c:19]4[c:18]([O:17][CH3:16])[cH:23][cH:22][cH:21][cH:20]4)[CH2:29][CH2:28]3)[cH:10][n:11][o:12]2)[cH:6][cH:7]1. The reactants are C1(CC1)C=1C=C(C=CC1S(=O)(=O)C1CC1)[C@H](C(=O)O)C[C@@H]1CC(CC1)=O ((2R)-2-[3-cyclopropyl-4-(cyclopropylsulfonyl)phenyl]-3-[(1R)-3-oxocyclopentyl]propionic acid), C(C(=O)Cl)(=O)Cl (oxalyl chloride), Cl (hydrochloric acid), NC1=NN(C=C1)C(=O)OC(C)(C)C (tert-butyl 3-amino-1H-pyrazole-1-carboxylate). Run in CN(C)C=O (DMF), ClCCl (dichloromethane), N1=CC=CC=C1 (pyridine), C(C)(=O)OCC (ethyl acetate). Reaction conditions: time 1 hour. Yields the product C1(CC1)C=1C=C(C=CC1S(=O)(=O)C1CC1)[C@H](C(=O)NC1=NN(C=C1)C(=O)OC(C)(C)C)C[C@@H]1CC(CC1)=O (tert-butyl 3-({(2R)-2-[3-cyclopropyl-4-(cyclopropylsulfonyl)phenyl]-3-[(1R)-3-oxocyclopentyl]propanoyl}amino)-1H-pyrazole-1-carboxylate). Isolated yield 85.6%. RXN SMILES: [CH:1]1([C:4]2[CH:5]=[C:6]([C@@H:16]([CH2:20][C@H:21]3[CH2:25][CH2:24][C:23](=[O:26])[CH2:22]3)[C:17](O)=[O:18])[CH:7]=[CH:8][C:9]=2[S:10]([CH:13]2[CH2:15][CH2:14]2)(=[O:12])=[O:11])[CH2:3][CH2:2]1.C(Cl)(=O)C(Cl)=O.[NH2:33][C:34]1[CH:38]=[CH:37][N:36]([C:39]([O:41][C:42]([CH3:45])([CH3:44])[CH3:43])=[O:40])[N:35]=1.Cl>ClCCl.C(OCC)(=O)C.N1C=CC=CC=1.CN(C=O)C>[CH:1]1([C:4]2[CH:5]=[C:6]([C@@H:16]([CH2:20][C@H:21]3[CH2:25][CH2:24][C:23](=[O:26])[CH2:22]3)[C:17]([NH:33][C:34]3[CH:38]=[CH:37][N:36]([C:39]([O:41][C:42]([CH3:45])([CH3:44])[CH3:43])=[O:40])[N:35]=3)=[O:18])[CH:7]=[CH:8][C:9]=2[S:10]([CH:13]2[CH2:15][CH2:14]2)(=[O:12])=[O:11])[CH2:2][CH2:3]1. Reported procedure: To a solution of (2R)-2-[3-cyclopropyl-4-(cyclopropylsulfonyl)phenyl]-3-[(1R)-3-oxocyclopentyl]propionic acid (160 mg) in dichloromethane (5 mL) were added oxalyl chloride (0.04 mL) and a drop of DMF under ice-cooling, followed by stirring for 1 hour under ice-cooling. To the reaction mixture were sequentially added pyridine (0.04 mL) and tert-butyl 3-amino-1H-pyrazole-1-carboxylate (90 mg), followed by stirring at room temperature overnight. To the reaction mixture were added ethyl acetate (30 ...